This data is from the Open Reaction Database (ORD), a public repository of structured organic reaction records. The task is: describe an organic reaction: reactants, conditions, products, and yield The reactants are CCOCC (ether), OCC(C)(C)NC(=O)C1=CN(C2=NC=C(N=C21)NC2=NC=C(C=C2)C)COCC[Si](C)(C)C (N-(1-hydroxy-2-methylpropan-2-yl)-2-(5-methylpyridin-2-ylamino)-5-((2-(trimethylsilyl)ethoxy)methyl)-5H-pyrrolo[2,3-b]pyrazine-7-carboxamide), FC(C(=O)O)(F)F (trifluoroacetic acid). Run in ClCCl (dichloromethane). Conditions: time 16 hour. Product: OCC(C)(C)NC(=O)C1=CNC2=NC=C(N=C21)NC2=NC=C(C=C2)C (N-(1-hydroxy-2-methylpropan-2-yl)-2-(5-methylpyridin-2-ylamino)-5H-pyrrolo[2,3-b]pyrazine-7-carboxamide). Yield: 65.1%. Reaction SMILES: [OH:1][CH2:2][C:3]([NH:6][C:7]([C:9]1[C:17]2[C:12](=[N:13][CH:14]=[C:15]([NH:18][C:19]3[CH:24]=[CH:23][C:22]([CH3:25])=[CH:21][N:20]=3)[N:16]=2)[N:11](COCC[Si](C)(C)C)[CH:10]=1)=[O:8])([CH3:5])[CH3:4].FC(F)(F)C(O)=O.CCOCC>ClCCl>[OH:1][CH2:2][C:3]([NH:6][C:7]([C:9]1[C:17]2[C:12](=[N:13][CH:14]=[C:15]([NH:18][C:19]3[CH:24]=[CH:23][C:22]([CH3:25])=[CH:21][N:20]=3)[N:16]=2)[NH:11][CH:10]=1)=[O:8])([CH3:4])[CH3:5]. Procedure: To a solution of N-(1-hydroxy-2-methylpropan-2-yl)-2-(5-methylpyridin-2-ylamino)-5-((2-(trimethylsilyl)ethoxy)methyl)-5H-pyrrolo[2,3-b]pyrazine-7-carboxamide (66 mg, 140 μmol) in dichloromethane (1.5 mL) was added trifluoroacetic acid (320 mg, 216 μL, 2.8 mmol) and the mixture stirred at room temperature for 16 h. The reaction mixture was concentrated in vacuo then the residue was dissolved in dichloromethane (2 mL), methanol (0.5 mL) and ammonium hydroxide (0.3 mL). After stirring at room tempe...